This data is from the Open Reaction Database (ORD), a public repository of structured organic reaction records. The task is: describe an organic reaction: reactants, conditions, products, and yield Reactants: Cc1cccc(-c2nc(-c3cncc(Br)c3)c3cc[nH]c3n2)n1, Cc1cccc(-c2nc(I)c3cc[nH]c3n2)n1, Ic1nc(-c2ccccn2)nc2[nH]ccc12. Yields the product Brc1cncc(-c2nc(-c3ccccn3)nc3[nH]ccc23)c1. Reaction SMILES: [Br:1][c:2]1[cH:3][c:4](-[c:8]2[c:9]3[c:10]([n:11][c:12](-[c:14]4[n:15][c:16]([CH3:20])[cH:17][cH:18][cH:19]4)[n:13]2)[nH:21][cH:22][cH:23]3)[cH:5][n:6][cH:7]1.[I:24][c:25]1[c:26]2[cH:27][cH:28][nH:29][c:30]2[n:31][c:32](-[c:33]2[cH:34][cH:35][cH:36][c:37]([CH3:38])[n:39]2)[n:40]1.[I:41][c:42]1[c:43]2[cH:44][cH:45][nH:46][c:47]2[n:48][c:49](-[c:50]2[cH:51][cH:52][cH:53][cH:54][n:55]2)[n:56]1>>[Br:1][c:2]1[cH:3][c:4](-[c:8]2[c:9]3[c:10]([n:11][c:12](-[c:14]4[n:15][cH:16][cH:17][cH:18][cH:19]4)[n:13]2)[nH:21][cH:22][cH:23]3)[cH:5][n:6][cH:7]1. Starting materials: COC(=O)C=1SC(=CC1N)C(C)(C)C (3-Amino-5-tert-butyl-thiophene-2-carboxylic acid methyl ester), FC(C(=N)N)(F)F (trifluoroacetamidine). Run in C(Cl)(Cl)Cl (chloroform). The product is C(C)(C)(C)C1=CC=2N=C(N=C(C2S1)O)C(F)(F)F (6-tert-Butyl-2-trifluoromethyl-thieno[3,2-d]pyrimidin-4-ol). The yield is 83.5%. RXN SMILES: CO[C:3]([C:5]1[S:6][C:7]([C:11]([CH3:14])([CH3:13])[CH3:12])=[CH:8][C:9]=1[NH2:10])=[O:4].[F:15][C:16]([F:21])([F:20])[C:17](N)=[NH:18]>C(Cl)(Cl)Cl>[C:11]([C:7]1[S:6][C:5]2[C:3]([OH:4])=[N:18][C:17]([C:16]([F:21])([F:20])[F:15])=[N:10][C:9]=2[CH:8]=1)([CH3:14])([CH3:13])[CH3:12]. Reported procedure: 3-Amino-5-tert-butyl-thiophene-2-carboxylic acid methyl ester (0.50 g, 2.34 mmol, 1 eq.) and trifluoroacetamidine (263 mg, 2.34 mmol, 1 eq.) were heated neat at 150° C. until reaction was complete by TLC. Cooled to rt then dissolved resultant solids in chloroform. Dried and stripped in vacuo to give 540 mg of white solids as product. LCMS detects (M+H)+=277. The reactants are BrCCCCCCCCCC(=O)O (10-bromodecanoic acid), C(C)O (ethanol), BrCCCCCCCCCC(=O)O (10-bromodecanoic acid). Run at time 3.5 hour. The product is BrCCCCCCCCCC(=O)OCC (ethyl 10-bromodecanoate). The yield is 98.6%. Reaction SMILES: [Br:1][CH2:2][CH2:3][CH2:4][CH2:5][CH2:6][CH2:7][CH2:8][CH2:9][CH2:10][C:11]([OH:13])=[O:12].[CH2:14](O)[CH3:15]>>[Br:1][CH2:2][CH2:3][CH2:4][CH2:5][CH2:6][CH2:7][CH2:8][CH2:9][CH2:10][C:11]([O:13][CH2:14][CH3:15])=[O:12]. Procedure details: To this end, the 180.5 g of 10-bromodecanoic acid from Step II was added to the 11 reactor (described above) along with 645 g of absolute ethanol. The mixture was heated and stirred for about 3.5 h. GC analysis confirmed that reaction was completed when 10-bromodecanoic acid could not be detected. Next, excess ethanol and residual water were removed through evaporation leaving 197.8 g of 94.9% pure ethyl 10-bromodecanoate residue. 150 g MTBE was added to the ethyl 10-bromodecanoate residue which... The reactants are CCC(CCO)n1cc(-c2ncnc3c2ccn3COCC[Si](C)(C)C)cn1, COC(=O)Cl, O, c1ccncc1. The product is CCC(CCOC(=O)OC)n1cc(-c2ncnc3c2ccn3COCC[Si](C)(C)C)cn1. Reaction SMILES: [CH3:1][Si:2]([CH2:3][CH2:4][O:5][CH2:6][n:7]1[cH:8][cH:9][c:10]2[c:11]1[n:12][cH:13][n:14][c:15]2-[c:16]1[cH:17][n:18][n:19]([CH:21]([CH2:22][CH2:23][OH:24])[CH2:25][CH3:26])[cH:20]1)([CH3:27])[CH3:28].[Cl:35][C:36](=[O:37])[O:38][CH3:39].[OH2:40].[cH:29]1[cH:30][cH:31][n:32][cH:33][cH:34]1>>[CH3:1][Si:2]([CH2:3][CH2:4][O:5][CH2:6][n:7]1[cH:8][cH:9][c:10]2[c:11]1[n:12][cH:13][n:14][c:15]2-[c:16]1[cH:17][n:18][n:19]([CH:21]([CH2:22][CH2:23][O:24][C:36](=[O:37])[O:38][CH3:39])[CH2:25][CH3:26])[cH:20]1)([CH3:27])[CH3:28]. Starting materials: BrC=1C=C(C=CC1)C1=CC=CC=C1 (3-bromo-biphenyl), N[C@H](C(=O)O)CC1=CC(=C(C(=C1)OC)OC)OC ((S)-2-amino-3-(3,4,5-trimethoxy-phenyl)-propionic acid), C(=O)([O-])[O-].[K+].[K+] (K2CO3). Reagents/catalysts: [Cu]I (CuI). Solvent: CN(C)C=O (DMF). Reaction conditions: time 24 hour. Yields the product C1(=CC(=CC=C1)N[C@H](C(=O)O)CC1=CC(=C(C(=C1)OC)OC)OC)C1=CC=CC=C1 ((S)-2-(Biphenyl-3-ylamino)-3-(3,4,5-trimethoxy-phenyl)-propionic acid). RXN SMILES: Br[C:2]1[CH:3]=[C:4]([C:8]2[CH:13]=[CH:12][CH:11]=[CH:10][CH:9]=2)[CH:5]=[CH:6][CH:7]=1.[NH2:14][C@@H:15]([CH2:19][C:20]1[CH:25]=[C:24]([O:26][CH3:27])[C:23]([O:28][CH3:29])=[C:22]([O:30][CH3:31])[CH:21]=1)[C:16]([OH:18])=[O:17].C([O-])([O-])=O.[K+].[K+]>CN(C=O)C.[Cu]I>[C:4]1([C:8]2[CH:13]=[CH:12][CH:11]=[CH:10][CH:9]=2)[CH:5]=[CH:6][CH:7]=[C:2]([NH:14][C@@H:15]([CH2:19][C:20]2[CH:21]=[C:22]([O:30][CH3:31])[C:23]([O:28][CH3:29])=[C:24]([O:26][CH3:27])[CH:25]=2)[C:16]([OH:18])=[O:17])[CH:3]=1 |f:2.3.4|. Procedure: The title compound is prepared by heating a suspension of 3-bromo-biphenyl (1.47 mL, 8.54 mMol, Aldrich 25,538-6), (S)-2-amino-3-(3,4,5-trimethoxy-phenyl)-propionic acid (3,4,5-OCH3-phe-OH) (3.27 g, 12.81 mMol), K2CO3 (1.189, 8.54 mMol) and CuI (163 mg, 0.854 mMol) in DMF abs. (10.6 mL) for 24 h at 90° C., under an argon atmosphere. The resulting mixture is allowed to cool to rt, then concentrated in vacuo and purified by MPLC (CH3CN/H2O/TFA) to afford the title compound. The reactants are CCCCc1cc(C(=O)O)nc(-c2ccc([N+](=O)[O-])cc2)c1, Nc1nnn[nH]1, O=S(Cl)Cl. Product: CCCCc1cc(C(=O)Nc2nnn[nH]2)nc(-c2ccc([N+](=O)[O-])cc2)c1. As a reaction SMILES: [CH2:1]([CH2:2][CH2:3][CH3:4])[c:5]1[cH:6][c:7]([C:20](=[O:21])[OH:22])[n:8][c:9](-[c:11]2[cH:12][cH:13][c:14]([N+:17](=[O:18])[O-:19])[cH:15][cH:16]2)[cH:10]1.[NH2:27][c:28]1[n:29][n:30][n:31][nH:32]1.[S:23]([Cl:24])([Cl:25])=[O:26]>>[CH2:1]([CH2:2][CH2:3][CH3:4])[c:5]1[cH:6][c:7]([C:20](=[O:22])[NH:27][c:28]2[nH:29][n:30][n:31][n:32]2)[n:8][c:9](-[c:11]2[cH:12][cH:13][c:14]([N+:17](=[O:18])[O-:19])[cH:15][cH:16]2)[cH:10]1. Starting materials: C(#N)C1CC2=CC=C(C=C2C1)N1C(=NC=2C=NC=CC21)C (2-cyano-5-(2-methylimidazo[4,5-c]pyrid-1-yl)indane), [OH-].[Na+] (sodium hydroxide), CO (methanol), Cl (hydrochloric acid). Yields the product CC=1N(C2=C(C=NC=C2)N1)C=1C=C2CC(CC2=CC1)C(=O)O (5-(2-Methylimidazo[4,5-c]pyrid-1-yl)indane-2-carboxylic acid). RXN SMILES: [C:1]([CH:3]1[CH2:11][C:10]2[C:5](=[CH:6][CH:7]=[C:8]([N:12]3[C:20]4[CH:19]=[CH:18][N:17]=[CH:16][C:15]=4[N:14]=[C:13]3[CH3:21])[CH:9]=2)[CH2:4]1)#N.[OH-:22].[Na+].Cl.C[OH:26]>>[CH3:21][C:13]1[N:12]([C:8]2[CH:9]=[C:10]3[C:5](=[CH:6][CH:7]=2)[CH2:4][CH:3]([C:1]([OH:26])=[O:22])[CH2:11]3)[C:20]2[CH:19]=[CH:18][N:17]=[CH:16][C:15]=2[N:14]=1 |f:1.2|. Procedure: A mixture of 2-cyano-5-(2-methylimidazo[4,5-c]pyrid-1-yl)indane (739 mg, 2.70 mmol), 50% aqueous sodium hydroxide (1 ml) and methanol (6 ml) was heated at reflux under nitrogen for 9 hours, cooled, poured onto ice, and the pH of the solution was adjusted to pH 5 by the addition of 2M hydrochloric acid. The resulting precipitate was collected by filtration and dried under vacuum to give the title compound, (426 mg; 54%) as a colourless solid, m.p. 264°-267° C. Found: C,68.9; H,5.1; N,14.1. C17H15...